This data is from the Open Reaction Database (ORD), a public repository of structured organic reaction records. The task is: describe an organic reaction: reactants, conditions, products, and yield Reactants: N#CC1(NC(=O)C2CC(S(=O)(=O)c3ccc(F)cc3Cl)CC2C(=O)N2CC(F)(F)C2)CC1, CN(C)C=O, [H-], [Na+], OCC(F)(F)F. Product: N#CC1(NC(=O)C2CC(S(=O)(=O)c3ccc(OCC(F)(F)F)cc3Cl)CC2C(=O)N2CC(F)(F)C2)CC1. Reaction SMILES: [C:9](#[N:10])[C:11]1([NH:14][C:15](=[O:16])[CH:17]2[CH:18]([C:33](=[O:34])[N:35]3[CH2:36][C:37]([F:39])([F:40])[CH2:38]3)[CH2:19][CH:20]([S:22](=[O:23])(=[O:24])[c:25]3[c:26]([Cl:32])[cH:27][c:28]([F:31])[cH:29][cH:30]3)[CH2:21]2)[CH2:12][CH2:13]1.[CH3:41][N:42]([CH3:43])[CH:44]=[O:45].[H-:7].[Na+:8].[OH:1][CH2:2][C:3]([F:4])([F:5])[F:6]>>[O:1]([CH2:2][C:3]([F:4])([F:5])[F:6])[c:28]1[cH:27][c:26]([Cl:32])[c:25]([S:22]([CH:20]2[CH2:19][CH:18]([C:33](=[O:34])[N:35]3[CH2:36][C:37]([F:39])([F:40])[CH2:38]3)[CH:17]([C:15]([NH:14][C:11]3([C:9]#[N:10])[CH2:12][CH2:13]3)=[O:16])[CH2:21]2)(=[O:23])=[O:24])[cH:30][cH:29]1. Starting materials: C(CCC=C)[Hg]CCCC=C (bis(4-pentenyl)mercury), mercuric chloride, C(CCC=C)[Mg]Br (4-pentenyl magnesium bromide), BrCCCC=C (1-bromo-4-pentene), [Mg] (magnesium). The solvent is O (water), O1CCCC1 (tetrahydrofuran), O1CCCC1 (tetrahydrofuran). Run at temperature 60 celsius, time 2 hour. The product is C(CC=C)[Hg]CCC=C (bis-3-butenyl mercury). The yield is 67.0%. RXN SMILES: [CH2:1]([Hg:6][CH2:7][CH2:8][CH2:9][CH:10]=C)[CH2:2][CH2:3][CH:4]=C.C([Mg]Br)CCC=C.BrCCCC=C.[Mg]>O1CCCC1.O>[CH2:1]([Hg:6][CH2:7][CH2:8][CH:9]=[CH2:10])[CH2:2][CH:3]=[CH2:4]. Procedure details: Preparation of bis(4-pentenyl)mercury: To a solution of 4-pentenyl magnesium bromide, prepared from 25 g of 1-bromo-4-pentene (169 mmole) and 5 g of magnesium (208 mmole) in 40 mL of tetrahydrofuran, was added dropwise at 50° C. with stirring a solution of 25.2 g of mercuric chloride (93 mmole) in 50 mL of tetrahydrofuran. After stirring for 2 hours at 60° C., the reaction mixture was hydrolyzed with water at 0°-5° C. The organic layer was separated from aqueous layer; the product was distilled ... The reactants are C(C1=CC=2OCOC2C=C1)N (piperonylamine), COC1=NC2=CC=C(C=C2C(=N1)OC)OC (2,4,6-trimethoxyquinazoline). Run at temperature 155 celsius, time 1 hour. Yields the product COC1=NC2=CC=C(C=C2C(=N1)NCC1=CC2=C(C=C1)OCO2)OC (2,6-Dimethoxy-4-(3,4-methylenedioxybenzyl)aminoquinazoline). Isolated yield 17.8%. RXN SMILES: [CH2:1]([NH2:11])[C:2]1[CH:10]=[CH:9][C:8]2[O:7][CH2:6][O:5][C:4]=2[CH:3]=1.[CH3:12][O:13][C:14]1[N:23]=[C:22](OC)[C:21]2[C:16](=[CH:17][CH:18]=[C:19]([O:26][CH3:27])[CH:20]=2)[N:15]=1>>[CH3:12][O:13][C:14]1[N:23]=[C:22]([NH:11][CH2:1][C:2]2[CH:10]=[CH:9][C:8]3[O:7][CH2:6][O:5][C:4]=3[CH:3]=2)[C:21]2[C:16](=[CH:17][CH:18]=[C:19]([O:26][CH3:27])[CH:20]=2)[N:15]=1. Reported procedure: 3.75 g (24.8 mmol) of piperonylamine was added to a solution of 2.00 g (8.26 mmol) of the 2,4,6-trimethoxyquinazoline prepared in Example 88 in dimethyl sulfox (15 ml). The obtained mixture was stirred under heating at 150 to 160° C. After one hour, the reaction mixture was purified by silica gel column chromatography (ethyl acetate/n-hexane) and recrystallized from ethyl acetate/n-hexane to give 0.50 g of the title compounds as a pale-yellow crystal. Reactants: 29, N1C(CNCC1)=O (piperazinone), [BH4-].[Na+] (sodium borohydride), C(C)[SiH](CC)CC (triethylsilane), CS(=O)(=O)O (methanesulfonic acid), acetal, FC(C(=O)O)(F)F (trifluoroacetic acid). Solvent: O (water), O1CCOCC1 (1,4-dioxane), ClCCl (dichloromethane), O1CCCC1 (tetrahydrofuran). The product is N1C(CNC=C1)=O (3,4-dihydro-1H-pyrazin-2-one), FC(C(=O)O)(F)F (trifluoroacetic acid), CS(=O)(=O)O (methanesulfonic acid). Reaction SMILES: [NH:1]1[CH2:6][CH2:5][NH:4][CH2:3][C:2]1=[O:7].[F:8][C:9]([F:14])([F:13])[C:10]([OH:12])=[O:11].[CH3:15][S:16]([OH:19])(=[O:18])=[O:17].[BH4-].[Na+].C([SiH](CC)CC)C>O.O1CCCC1.O1CCOCC1.ClCCl>[NH:1]1[CH:6]=[CH:5][NH:4][CH2:3][C:2]1=[O:7].[F:8][C:9]([F:14])([F:13])[C:10]([OH:12])=[O:11].[CH3:15][S:16]([OH:19])(=[O:18])=[O:17] |f:3.4|. Procedure: In step c, scheme 8, cleavage of the acetal and reductive cyclization of 29 leads to piperazinone 5A. This conversion is performed either in one step using an acid, e.g., trifluoroacetic acid or methanesulfonic acid, and a reducing agent such as sodium borohydride or triethylsilane, in solvents such as dichloromethane, 1,4-dioxane, tetrahydrofuran, water, or mixtures thereof. Alternatively, the reaction may be performed in two steps, by first forming a 3,4-dihydro-1H-pyrazin-2-one intermediate i... Starting materials: O=C1C=C(CCC1)C1C(NCCCC1)=O (hexahydro-3-(3-oxocyclohexen-1-yl)-2H-azepin-2-one), cupric bromide, [Br-].[Li+] (lithium bromide). Solvent: C(C)#N (acetonitrile). The product is OC=1C=C(C=CC1)C1C(NCCCC1)=O (3-(3-hydroxyphenyl)hexahydro-2H-azepin-2-one). Yield: 57.5%. As a reaction SMILES: [O:1]=[C:2]1[CH2:7][CH2:6][CH2:5][C:4]([CH:8]2[CH2:14][CH2:13][CH2:12][CH2:11][NH:10][C:9]2=[O:15])=[CH:3]1.[Br-].[Li+]>C(#N)C>[OH:1][C:2]1[CH:3]=[C:4]([CH:8]2[CH2:14][CH2:13][CH2:12][CH2:11][NH:10][C:9]2=[O:15])[CH:5]=[CH:6][CH:7]=1 |f:1.2|. Reported procedure: A mixture of hexahydro-3-(3-oxocyclohexen-1-yl)-2H-azepin-2-one (20.73 g), cupric bromide (44.9 g) and lithium bromide (8.8 g) was refluxed in acetonitrile (1000 ml) for 1 hour. Evaporation of the solvent left a black gum which was triturated with an excess of 2 N sodium hydroxide solution. The resulting orange suspension was filtered through Kieselguhr, and the filtrate acidified (conc.HCl). The white suspension was extracted several times with chloroform, and the residue left on evaporation of...